This data is from the Open Reaction Database (ORD), a public repository of structured organic reaction records. The task is: describe an organic reaction: reactants, conditions, products, and yield Starting materials: FC=1C=C(C=CC1)C1OC2=CC=C(C=C2CC1)O (2-(3-fluorophenyl)chroman-6-ol), ClC=1C=C(C=CC1)C1OC2=CC=C(C=C2C(C1)O)O (2-(3-chloro-phenyl)chroman-4,6-diol). The product is ClC=1C=C(C=CC1)C1OC2=CC=C(C=C2CC1)O (2-(3-Chlorophenyl)chroman-6-ol). Reaction SMILES: FC1C=C(C2CCC3C(=CC=C(O)C=3)O2)C=CC=1.[Cl:19][C:20]1[CH:21]=[C:22]([CH:26]2[CH2:35][CH:34](O)[C:33]3[C:28](=[CH:29][CH:30]=[C:31]([OH:37])[CH:32]=3)[O:27]2)[CH:23]=[CH:24][CH:25]=1>>[Cl:19][C:20]1[CH:21]=[C:22]([CH:26]2[CH2:35][CH2:34][C:33]3[C:28](=[CH:29][CH:30]=[C:31]([OH:37])[CH:32]=3)[O:27]2)[CH:23]=[CH:24][CH:25]=1. Procedure details: 2-(3-Chlorophenyl)chroman-6-ol was prepared as described for 2-(3-fluorophenyl)chroman-6-ol in Example 9(c) starting from 635 mg of 2-(3-chloro-phenyl)chroman-4,6-diol. 1H NMR (300 MHz, d6-DMSO) δ: 8.79 (s, 1H), 7.48 (d, 1H, J 0.7 Hz), 7.42-7.37 (m, 3H), 6.71-6.49 (m, 3H), 5.04 (m, 1H), 2.91 (m, 1H), 2.65 (m, 1H), 2.12 (m, 1H), 1.93 (m, 1H).